The task is: describe an organic reaction: reactants, conditions, products, and yield. This data is from the Open Reaction Database (ORD), a public repository of structured organic reaction records. Reported procedure: This compound was prepared from D-tyrosine (1.02 g) in the same manner as the L-isomer as described by Overell and Petrow, J. Chem. Soc. 232 (1955); yield, 0.73 g (40%); mp 208°-210° decn; tlc (BAW) Ff 0.55; [α]D24 +9.1 (c 2.14, 80% acetic acid). Product: C(C1=CC=CC=C1)OC(=O)OC1=CC=C(C[C@@H](N)C(=O)O)C=C1 (O-Benzyloxycarbonyl-D-tyrosine). RXN SMILES: [NH2:1][C@@H:2]([C:11]([OH:13])=[O:12])[CH2:3][C:4]1[CH:9]=[CH:8][C:7]([OH:10])=[CH:6][CH:5]=1.[C:14]([OH:17])(=[O:16])C>>[CH2:3]([O:17][C:14]([O:10][C:7]1[CH:6]=[CH:5][C:4]([CH2:3][C@H:2]([C:11]([OH:13])=[O:12])[NH2:1])=[CH:9][CH:8]=1)=[O:16])[C:4]1[CH:9]=[CH:8][CH:7]=[CH:6][CH:5]=1. The reactants are N[C@H](CC1=CC=C(C=C1)O)C(=O)O (D-tyrosine), C(C)(=O)O (acetic acid). Starting materials: CN(C)C=O, O=C(O)c1cnc(N2CCC(CC3CCN(C4CCC4)CC3)CC2)cn1, ClCCl, O=C(Cl)C(=O)Cl, Cl. Product: O=C(Cl)c1cnc(N2CCC(CC3CCN(C4CCC4)CC3)CC2)cn1. RXN SMILES: [CH3:37][N:38]([CH3:39])[CH:40]=[O:41].[CH:2]1([N:6]2[CH2:7][CH2:8][CH:9]([CH2:12][CH:13]3[CH2:14][CH2:15][N:16]([c:19]4[n:20][cH:21][c:22]([C:25](=[O:26])[OH:27])[n:23][cH:24]4)[CH2:17][CH2:18]3)[CH2:10][CH2:11]2)[CH2:3][CH2:4][CH2:5]1.[Cl:28][CH2:29][Cl:30].[Cl:31][C:32]([C:33]([Cl:34])=[O:35])=[O:36].[ClH:1]>>[Cl:1][C:25]([c:22]1[cH:21][n:20][c:19]([N:16]2[CH2:15][CH2:14][CH:13]([CH2:12][CH:9]3[CH2:8][CH2:7][N:6]([CH:2]4[CH2:3][CH2:4][CH2:5]4)[CH2:11][CH2:10]3)[CH2:18][CH2:17]2)[cH:24][n:23]1)=[O:27]. Starting materials: COC(CC1=C(C=C(C(=O)OC)C=C1)[N+](=O)[O-])OC (methyl 4-(2,2-dimethoxyethyl)-3-nitrobenzoate), CO (methanol). The reagents and catalysts are [C].[Pd] (palladium-carbon). Solvent: C(C)(=O)O (acetic acid). Product: NC=1C=C(C(=O)OC)C=CC1CC(OC)OC (methyl 3-amino-4-(2,2-dimethoxyethyl)benzoate). The yield is 106.7%. RXN SMILES: [CH3:1][O:2][CH:3]([O:18][CH3:19])[CH2:4][C:5]1[CH:14]=[CH:13][C:8]([C:9]([O:11][CH3:12])=[O:10])=[CH:7][C:6]=1[N+:15]([O-])=O.CO>[C].[Pd].C(O)(=O)C>[NH2:15][C:6]1[CH:7]=[C:8]([CH:13]=[CH:14][C:5]=1[CH2:4][CH:3]([O:18][CH3:19])[O:2][CH3:1])[C:9]([O:11][CH3:12])=[O:10] |f:2.3|. Procedure details: To a mixture of 4.40 g (16.3 mmol) of methyl 4-(2,2-dimethoxyethyl)-3-nitrobenzoate in a solvent mixture of 200 ml of methanol and 2 ml of acetic acid was added 0.50 g of 5% palladium-carbon to perform catalytic hydrogenation at ambient temperature under normal pressure and then treat the reaction mixture in a conventional manner. Thus, 4.16 g of methyl 3-amino-4-(2,2-dimethoxyethyl)benzoate was obtained.